This data is from the Open Reaction Database (ORD), a public repository of structured organic reaction records. The task is: describe an organic reaction: reactants, conditions, products, and yield Conditions: time 4 hour. Run in CN(C=O)C (dimethylformamide), CN(C=O)C (dimethylformamide). Yield: 41.2%. Starting materials: C1(=CC=CC=C1)C(CN1C=NC=C1)O (1-phenyl-2-(1-imidazolyl)ethanol), [H-].[Na+] (sodium hydride), O (water), ClC1=C(CO[C@H]2CCC[C@@H](O2)COS(=O)(=O)C2=CC=C(C)C=C2)C=CC(=C1)Cl (trans-6-(2,4-dichlorobenzyloxy)-2-tosyloxymethyltetrahydropyran). Reaction SMILES: [C:1]1([CH:7]([OH:14])[CH2:8][N:9]2[CH:13]=[CH:12][N:11]=[CH:10]2)[CH:6]=[CH:5][CH:4]=[CH:3][CH:2]=1.[H-].[Na+].[Cl:17][C:18]1[CH:43]=[C:42]([Cl:44])[CH:41]=[CH:40][C:19]=1[CH2:20][O:21][C@@H:22]1[O:27][C@@H:26]([CH2:28]OS(C2C=CC(C)=CC=2)(=O)=O)[CH2:25][CH2:24][CH2:23]1.O>CN(C)C=O>[Cl:17][C:18]1[CH:43]=[C:42]([Cl:44])[CH:41]=[CH:40][C:19]=1[CH2:20][O:21][C@@H:22]1[O:27][C@@H:26]([CH2:28][O:14][CH:7]([C:1]2[CH:6]=[CH:5][CH:4]=[CH:3][CH:2]=2)[CH2:8][N:9]2[CH:13]=[CH:12][N:11]=[CH:10]2)[CH2:25][CH2:24][CH2:23]1 |f:1.2|. Reported procedure: A solution of 106 mg of 1-phenyl-2-(1-imidazolyl)ethanol in 1 ml of dimethylformamide was stirred with 5 mg of 55% sodium hydride at 50° C. for 30 minutes and the mixture was then left to cool at room temperature. To the resulting mixture were added 3 ml of a dimethylformamide solution containing 300 mg of trans-6-(2,4-dichlorobenzyloxy)-2-tosyloxymethyltetrahydropyran, prepared as described in Example 2(a); the mixture was then stirred at 80° C. for 4 hours and then at 90° C. for 1 hour. At the... Product: ClC1=C(CO[C@H]2CCC[C@@H](O2)COC(CN2C=NC=C2)C2=CC=CC=C2)C=CC(=C1)Cl (1-{Trans-β-[6-(2,4-dichlorobenzyloxy)tetrahydropyran-2-ylmethoxy]phenethyl}imidazole). Starting materials: CC(C)(C)OC(=O)CN(C(=O)c1c(F)cccc1F)c1cccc(Br)c1, O=C([O-])[O-], COc1cccc(OC)c1B(O)O, [Na+], [Na+], CN(C)C=O, c1ccc(P(c2ccccc2)(c2ccccc2)[Pd](P(c2ccccc2)(c2ccccc2)c2ccccc2)(P(c2ccccc2)(c2ccccc2)c2ccccc2)P(c2ccccc2)(c2ccccc2)c2ccccc2)cc1. Product: COc1cccc(OC)c1-c1cccc(N(CC(=O)OC(C)(C)C)C(=O)c2c(F)cccc2F)c1. Reaction SMILES: [Br:1][c:2]1[cH:3][c:4]([N:8]([C:9]([c:10]2[c:11]([F:17])[cH:12][cH:13][cH:14][c:15]2[F:16])=[O:18])[CH2:19][C:20](=[O:21])[O:22][C:23]([CH3:24])([CH3:25])[CH3:26])[cH:5][cH:6][cH:7]1.[C:40](=[O:41])([O-:42])[O-:43].[CH3:27][O:28][c:29]1[c:30]([B:37]([OH:38])[OH:39])[c:31]([O:35][CH3:36])[cH:32][cH:33][cH:34]1.[Na+:44].[Na+:45].[O:123]=[CH:124][N:125]([CH3:126])[CH3:127].[cH:46]1[cH:47][cH:48][c:49]([P:50]([Pd:51]([P:52]([c:53]2[cH:54][cH:55][cH:56][cH:57][cH:58]2)([c:59]2[cH:60][cH:61][cH:62][cH:63][cH:64]2)[c:65]2[cH:66][cH:67][cH:68][cH:69][cH:70]2)([P:71]([c:72]2[cH:73][cH:74][cH:75][cH:76][cH:77]2)([c:78]2[cH:79][cH:80][cH:81][cH:82][cH:83]2)[c:84]2[cH:85][cH:86][cH:87][cH:88][cH:89]2)[P:90]([c:91]2[cH:92][cH:93][cH:94][cH:95][cH:96]2)([c:97]2[cH:98][cH:99][cH:100][cH:101][cH:102]2)[c:103]2[cH:104][cH:105][cH:106][cH:107][cH:108]2)([c:109]2[cH:110][cH:111][cH:112][cH:113][cH:114]2)[c:115]2[cH:116][cH:117][cH:118][cH:119][cH:120]2)[cH:121][cH:122]1>>[c:2]1(-[c:30]2[c:29]([O:28][CH3:27])[cH:34][cH:33][cH:32][c:31]2[O:35][CH3:36])[cH:3][c:4]([N:8]([C:9]([c:10]2[c:11]([F:17])[cH:12][cH:13][cH:14][c:15]2[F:16])=[O:18])[CH2:19][C:20](=[O:21])[O:22][C:23]([CH3:24])([CH3:25])[CH3:26])[cH:5][cH:6][cH:7]1. Reaction SMILES: [Si:1]([O:18][CH2:19][CH2:20][N:21]([CH2:42][CH:43]([OH:65])[CH2:44]OC(C1C=CC=CC=1)(C1C=CC=CC=1)C1C=CC=CC=1)[CH2:22][CH2:23][O:24][Si:25]([C:38]([CH3:41])([CH3:40])[CH3:39])([C:32]1[CH:37]=[CH:36][CH:35]=[CH:34][CH:33]=1)[C:26]1[CH:31]=[CH:30][CH:29]=[CH:28][CH:27]=1)([C:14]([CH3:17])([CH3:16])[CH3:15])([C:8]1[CH:13]=[CH:12][CH:11]=[CH:10][CH:9]=1)[C:2]1[CH:7]=[CH:6][CH:5]=[CH:4][CH:3]=1.C(O)=[O:67].C([O-])(O)=O.[Na+]>C(OCC)C>[Si:25]([O:24][CH2:23][CH2:22][N:21]([CH:42]([OH:67])[CH:43]([OH:65])[CH3:44])[CH2:20][CH2:19][O:18][Si:1]([C:14]([CH3:15])([CH3:16])[CH3:17])([C:2]1[CH:3]=[CH:4][CH:5]=[CH:6][CH:7]=1)[C:8]1[CH:13]=[CH:12][CH:11]=[CH:10][CH:9]=1)([C:38]([CH3:41])([CH3:39])[CH3:40])([C:32]1[CH:37]=[CH:36][CH:35]=[CH:34][CH:33]=1)[C:26]1[CH:31]=[CH:30][CH:29]=[CH:28][CH:27]=1 |f:2.3|. Conditions: time 20 hour. Reported procedure: Another batch of XIII was prepared using the following procedure: to a solution of VIII (2.0 g, 2.23 mmol) in diethyl ether (3 mL) was added 85% formic acid (8.2 mL) and the resulting reaction mixture was stirred at room temperature. After 20 h, solid NaHCO3 was added portion wise to neutralize the acidic solution. The reaction mixture was then diluted with diethyl ether (80 mL) and sequentially washed with water (25 mL) and saturated aqueous NaCl (25 mL). The organic layer was dried (Na2SO4), f... Reactants: [Si](C1=CC=CC=C1)(C1=CC=CC=C1)(C(C)(C)C)OCCN(CCO[Si](C1=CC=CC=C1)(C1=CC=CC=C1)C(C)(C)C)CC(COC(C1=CC=CC=C1)(C1=CC=CC=C1)C1=CC=CC=C1)O (3-[N,N-Bis(2-ter-butyldiphenylsilyloxyethyl)amino]-1-(Triphenylmethoxy)-2-propanol), C(=O)O (formic acid), C(=O)(O)[O-].[Na+] (NaHCO3). The yield is 67.0%. Run in C(C)OCC (diethyl ether), C(C)OCC (diethyl ether). Product: [Si](C1=CC=CC=C1)(C1=CC=CC=C1)(C(C)(C)C)OCCN(CCO[Si](C1=CC=CC=C1)(C1=CC=CC=C1)C(C)(C)C)C(C(C)O)O ([N,N-Bis(2-ter-butyldiphenylsilyloxyethyl)amino]-1,2-propanediol). Reactants: C(C)(=O)NC(=O)N1C(CC2=CC(=CC=C12)C(C)=O)=O (1-(N-acetylcarbamoyl)-5-acetyloxindole), 1-(N-s-butyrylcarbamoyl)-5-acetyloxindole, C(C(C)(C)C)(=O)NC(=O)N1C(CC2=CC(=CC=C12)C(C)=O)=O (1-(N-pivaloylcarbamoyl)-5-acetyloxindole), C(CC)(=O)NC(=O)N1C(CC2=CC(=CC=C12)C(C)=O)=O (1-(N-propionylcarbamoyl)-5-acetyloxindole). Yields the product C(C1=CC=CC=C1)(=O)NC(=O)N1C(CC2=CC(=CC=C12)C(C)=O)=O (1-(N-Benzoylcarbamoyl)-5-acetyloxindole). Reaction SMILES: [C:1]([NH:4][C:5]([N:7]1[C:15]2[C:10](=[CH:11][C:12]([C:16](=[O:18])[CH3:17])=[CH:13][CH:14]=2)[CH2:9][C:8]1=[O:19])=[O:6])(=[O:3])[CH3:2].C(NC(N1C2[C:32](=[CH:33][C:34](C(=O)C)=CC=2)[CH2:31][C:30]1=O)=O)(=O)C(C)(C)C.C(NC(N1C2C(=CC(C(=O)C)=CC=2)CC1=O)=O)(=O)CC>>[C:1]([NH:4][C:5]([N:7]1[C:15]2[C:10](=[CH:11][C:12]([C:16](=[O:18])[CH3:17])=[CH:13][CH:14]=2)[CH2:9][C:8]1=[O:19])=[O:6])(=[O:3])[C:2]1[CH:34]=[CH:33][CH:32]=[CH:31][CH:30]=1. Procedure details: In a similar manner 1-(N-acetylcarbamoyl)-5-acetyloxindole, 1-(N-s-butyrylcarbamoyl)-5-acetyloxindole, 1-(N-pivaloylcarbamoyl)-5-acetyloxindole and 1-(N-propionylcarbamoyl)-5-acetyloxindole are prepared. The reactants are C(=O)=O (Carbon dioxide), C1(=CC=C(C=C1)S(=O)(=O)Cl)C (p-toluene sulfonyl chloride), NNC(=O)NN (carbohydrazide), C([O-])(O)=O.[Na+] (sodium bicarbonate). Run in CO (methanol). Reaction conditions: temperature 65 celsius. The product is C1(=CC=C(C=C1)S(=O)(=O)NNC(=O)NNS(=O)(=O)C1=CC=C(C=C1)C)C (1,5-bis(p-toluene sulfonyl) carbohydrazide). As a reaction SMILES: [C:1]1([CH3:11])[CH:6]=[CH:5][C:4]([S:7](Cl)(=[O:9])=[O:8])=[CH:3][CH:2]=1.[NH2:12][NH:13][C:14]([NH:16][NH2:17])=[O:15].C(=O)(O)[O-].[Na+].C(=O)=O>CO>[C:1]1([CH3:11])[CH:6]=[CH:5][C:4]([S:7]([NH:12][NH:13][C:14]([NH:16][NH:17][S:7]([C:4]2[CH:5]=[CH:6][C:1]([CH3:11])=[CH:2][CH:3]=2)(=[O:9])=[O:8])=[O:15])(=[O:9])=[O:8])=[CH:3][CH:2]=1 |f:2.3|. Reported procedure: 190.5 g (1.0 mole) p-toluene sulfonyl chloride, 45 g (0.5 mole) carbohydrazide, 84 g (1.0 mole) sodium bicarbonate and 1000 ml methanol were placed in a 2 liter flask. The mixture was stirred and heated to reflux (65° C) for 90 minutes. Carbon dioxide evolution was complete at this point. The solid product and sodium chloride were filtered off. The material was suspended in water to dissolve the sodium chloride and the residual solid product was filtered off, washed well with water, and dried at... Starting materials: COC([C@@H](NC(=O)C1=C(C=CC(=C1)OC)Br)CC1=CC=C(C=C1)C=1C(N(C=C(C1)Br)C)=O)=O (N-[(2-bromo-5-methoxyphenyl)carbonyl]-4-(5-bromo-1-methyl-2-oxo-3-pyridinyl)-L-phenylalanine methyl ester), O.[OH-].[Li+] (lithium hydroxide monohydrate), C(C)(=O)O (Acetic acid), CO (Methanol). The solvent is C1CCOC1 (THF), O (water). Conditions: time 18 hour. Yields the product BrC1=C(C=C(C=C1)OC)C(=O)N[C@@H](CC1=CC=C(C=C1)C=1C(N(C=C(C1)Br)C)=O)C(=O)O (N-[(2-bromo-5-methoxyphenyl)carbonyl]-4-(5-bromo-1-methyl-2-oxo-3-pyridinyl)-L-phenylalanine). Isolated yield 78.0%. RXN SMILES: C[O:2][C:3](=[O:33])[C@H:4]([CH2:17][C:18]1[CH:23]=[CH:22][C:21]([C:24]2[C:25](=[O:32])[N:26]([CH3:31])[CH:27]=[C:28]([Br:30])[CH:29]=2)=[CH:20][CH:19]=1)[NH:5][C:6]([C:8]1[CH:13]=[C:12]([O:14][CH3:15])[CH:11]=[CH:10][C:9]=1[Br:16])=[O:7].O.[OH-].[Li+].CO.C(O)(=O)C>C1COCC1.O>[Br:16][C:9]1[CH:10]=[CH:11][C:12]([O:14][CH3:15])=[CH:13][C:8]=1[C:6]([NH:5][C@H:4]([C:3]([OH:33])=[O:2])[CH2:17][C:18]1[CH:19]=[CH:20][C:21]([C:24]2[C:25](=[O:32])[N:26]([CH3:31])[CH:27]=[C:28]([Br:30])[CH:29]=2)=[CH:22][CH:23]=1)=[O:7] |f:1.2.3|. Procedure details: A solution of N-[(2-bromo-5-methoxyphenyl)carbonyl]-4-(5-bromo-1-methyl-2-oxo-3-pyridinyl)-L-phenylalanine methyl ester (29 mg, 0.05 mmol) in THF (3 mL) was treated with a solution of lithium hydroxide monohydrate (20 mg, 0.47 mmol) in water (1.0 mL). Methanol (0.5 mL) was added to effect a clear solution and the reaction mixture was stirred 18 hr. Acetic acid (0.5 mL) was added, the entire reaction mixture was applied to a 4×30 cm, C-18 reversed phase HPLC column and eluted with a gradient of a...